describe an organic reaction: reactants, conditions, products, and yield From a dataset of the Open Reaction Database (ORD), a public repository of structured organic reaction records. Starting materials: C(C)(C)(C)OC(\C=C\C=1C=NC2=C(CN3CCC[C@@H]3C(N2)=O)C1)=O ((R)-(E)-3-(10-oxo-2,3,4,9,10,10a-hexahydro-1H-3a,8,9-triaza-benzo[f]azulen-6-yl)acrylic acid tert-butyl ester), C(=O)(C(F)(F)F)O (TFA), C(Cl)Cl (CH2Cl2). Run at time 45 minute. Yields the product Cl.O=C1NC2=C(CN3CCC[C@H]13)C=C(C=N2)/C=C/C(=O)O ((R)-(E)-3-(10-Oxo-2,3,4,9,10,10a-hexahydro-1H-3a,8,9-triaza-benzo[f]azulen-6-yl)acrylic acid hydrochloride). RXN SMILES: C([O:5][C:6](=[O:24])/[CH:7]=[CH:8]/[C:9]1[CH:10]=[N:11][C:12]2[NH:21][C:20](=[O:22])[C@@H:19]3[N:15]([CH2:16][CH2:17][CH2:18]3)[CH2:14][C:13]=2[CH:23]=1)(C)(C)C.C(O)(C(F)(F)F)=O.C(Cl)[Cl:33]>>[ClH:33].[O:22]=[C:20]1[C@@H:19]2[N:15]([CH2:16][CH2:17][CH2:18]2)[CH2:14][C:13]2[CH:23]=[C:9](/[CH:8]=[CH:7]/[C:6]([OH:24])=[O:5])[CH:10]=[N:11][C:12]=2[NH:21]1 |f:3.4|. Reported procedure: A solution of (R)-(E)-3-(10-oxo-2,3,4,9,10,10a-hexahydro-1H-3a,8,9-triaza-benzo[f]azulen-6-yl)acrylic acid tert-butyl ester (2.53 g, 7.68 mmol) in CH2Cl2 (15 mL) was treated with TFA (15 mL). After stirring at room temperature under N2 for 45 min, the clear tan solution was concentrated in vacuo. The resulting oil was treated with anhydrous HCl (30 mL of a 4.0 M solution in dioxane, 120 mmol). The resulting mixture was sonicated for 10 min, stirred under N2 for 20 min, diluted with Et2O (100 mL)... Starting materials: C(C1=CC=CC=C1)N1CCC(CC1)=O (N-benzyl-4-piperidinone), O1CCCC1 (tetrahydrofuran), [Cl-].[NH4+] (ammonium chloride). The product is Cl.C(C1=CC=CC=C1)N1CCC(CC1)(O)C1=C2C=CN(C2=CC=C1)CC1=CC=CC=C1 (1-benzyl-4-[1-benzyl-1H-indole-4 -yl]-4-piperidinol hydrochloride). RXN SMILES: [CH2:1]([N:8]1[CH2:13][CH2:12][C:11](=[O:14])[CH2:10][CH2:9]1)[C:2]1[CH:7]=[CH:6][CH:5]=[CH:4][CH:3]=1.[Cl-:15].[NH4+:16].O1[CH2:21][CH2:20][CH2:19][CH2:18]1>>[ClH:15].[CH2:1]([N:8]1[CH2:13][CH2:12][C:11]([C:18]2[CH:9]=[CH:10][CH:11]=[C:12]3[C:19]=2[CH:20]=[CH:21][N:16]3[CH2:1][C:2]2[CH:3]=[CH:4][CH:5]=[CH:6][CH:7]=2)([OH:14])[CH2:10][CH2:9]1)[C:2]1[CH:3]=[CH:4][CH:5]=[CH:6][CH:7]=1 |f:1.2,4.5|. Procedure: 9 g of magnesium and 24.2 g of N-benzyl-4-chloro-indole were reacted as in stage A of Example 1 of French Patent No. 2,458,549 to form the magnesium derivative of N-benzyl-4-chloro-indol. A solution of 17.7 g of N-benzyl-4-piperidinone in 40 ml of tetrahydrofuran were introduced into the acid solution at 30° C. while keeping the temperature below 40° C. The mixture was refluxed for 2 hours and then was cooled to 10° C. after which an aqueous saturated ammonium chloride solution was added thereto...